Dataset: the Open Reaction Database (ORD), a public repository of structured organic reaction records. Task: describe an organic reaction: reactants, conditions, products, and yield Reactants: FC1=C(C(=CC=C1F)F)CC(C)=O (1-(2,3,6-Trifluorophenyl)propan-2-one), C(C)(C)(C)O[Li] (tert-BuOLi), C(C)(C)(C)OC(=O)NC(C(=O)OC(C)C)COS(=O)(=O)C (Isopropyl 2-(tert-butoxycarbonylamino)-3-(methylsulfonyloxy)propanoate). The reagents and catalysts are [Br-].[Zn+2].[Br-] (zinc bromide). Run in CC(C)(C)OC (MTBE). Reaction conditions: temperature 35 celsius, time 24 hour. Yields the product C(C)(C)(C)OC(=O)NC(C(=O)OC(C)C)CC(C(C)=O)C1=C(C(=CC=C1F)F)F (Isopropyl 2-((tert-butoxycarbonyl)amino)-5-oxo-4-(2,3,6-trifluorophenyl)hexanoate). The yield is 67.5%. RXN SMILES: [F:1][C:2]1[C:7]([F:8])=[CH:6][CH:5]=[C:4]([F:9])[C:3]=1[CH2:10][C:11](=[O:13])[CH3:12].[C:14]([O:18][C:19]([NH:21][CH:22]([CH2:29]OS(C)(=O)=O)[C:23]([O:25][CH:26]([CH3:28])[CH3:27])=[O:24])=[O:20])([CH3:17])([CH3:16])[CH3:15].C(O[Li])(C)(C)C>CC(OC)(C)C.[Br-].[Zn+2].[Br-]>[C:14]([O:18][C:19]([NH:21][CH:22]([CH2:29][CH:10]([C:3]1[C:4]([F:9])=[CH:5][CH:6]=[C:7]([F:8])[C:2]=1[F:1])[C:11](=[O:13])[CH3:12])[C:23]([O:25][CH:26]([CH3:28])[CH3:27])=[O:24])=[O:20])([CH3:17])([CH3:16])[CH3:15] |f:4.5.6|. Procedure: To a solution of 18 (195 g, 1.03 mol) in MTBE (1.8 L) was added zinc bromide (67 g, 0.30 mol) followed by 2 (390 g, 1.2 mol). tert-BuOLi (290 g, 3.6 mol) was then added in several portions while maintaining the reaction temperature below 40° C. The resulting mixture was stirred at 35° C. for 24 h and quenched into a mixture of 2 N HCl (5.6 L) and heptane (5 L) at 0° C. The organic layer was separated and washed with 5% aqueous NaHCO3 (5 L) twice. The resulting organic solution was concentrated u... RXN SMILES: [CH2:40]([Cl:41])[CH2:42][Cl:43].[CH3:18][O:19][C:20](=[O:21])[c:22]1[c:23]([CH2:24][O:25][c:26]2[cH:27][cH:28][c:29]([CH2:32][C:33](=[O:34])[OH:35])[cH:30][cH:31]2)[cH:36][cH:37][cH:38][cH:39]1.[CH3:47][N:48]([c:49]1[cH:50][cH:51][n:52][cH:53][cH:54]1)[CH3:55].[Cl:44][CH2:45][Cl:46].[F:1][c:2]1[c:3]([CH2:4][NH:5][CH2:6][CH2:7][CH2:8][CH2:9][CH2:10][CH2:11][CH3:12])[cH:13][cH:14][c:15]([F:17])[cH:16]1>>[F:1][c:2]1[c:3]([CH2:4][N:5]([CH2:6][CH2:7][CH2:8][CH2:9][CH2:10][CH2:11][CH3:12])[C:33]([CH2:32][c:29]2[cH:28][cH:27][c:26]([O:25][CH2:24][c:23]3[c:22]([C:20]([O:19][CH3:18])=[O:21])[cH:39][cH:38][cH:37][cH:36]3)[cH:31][cH:30]2)=[O:35])[cH:13][cH:14][c:15]([F:17])[cH:16]1. Product: CCCCCCCN(Cc1ccc(F)cc1F)C(=O)Cc1ccc(OCc2ccccc2C(=O)OC)cc1. The reactants are ClCCCl, COC(=O)c1ccccc1COc1ccc(CC(=O)O)cc1, CN(C)c1ccncc1, ClCCl, CCCCCCCNCc1ccc(F)cc1F. The reactants are Cl(=O)[O-].[Na+] (sodium chlorite), P(=O)(O)(O)[O-].[Na+] (sodium dihydrogenphosphate), CC(C)=CC (2-methyl-2-butene), C(C)(C)(C)OC(N(C)CCOC1=C(C=CC=C1)C=O)=O ([2-(2-formyl-phenoxy)-ethyl]-methyl-carbamic acid tert-butyl ester). Run in O (water), O1CCOCC1 (1,4-dioxane). Reaction conditions: time 1.5 hour. Product: C(C)(C)(C)OC(=O)N(CCOC1=C(C(=O)O)C=CC=C1)C (2-[2-(tert-butoxycarbonyl-methyl-amino)-ethoxy]-benzoic acid). The yield is 124.1%. As a reaction SMILES: Cl([O-])=O.[Na+].P([O-])(O)(O)=[O:6].[Na+].CC(=CC)C.[C:16]([O:20][C:21](=[O:35])[N:22]([CH2:24][CH2:25][O:26][C:27]1[CH:32]=[CH:31][CH:30]=[CH:29][C:28]=1[CH:33]=[O:34])[CH3:23])([CH3:19])([CH3:18])[CH3:17]>O.O1CCOCC1>[C:16]([O:20][C:21]([N:22]([CH3:23])[CH2:24][CH2:25][O:26][C:27]1[CH:32]=[CH:31][CH:30]=[CH:29][C:28]=1[C:33]([OH:6])=[O:34])=[O:35])([CH3:19])([CH3:17])[CH3:18] |f:0.1,2.3|. Reported procedure: A solution of sodium chlorite (2.85 g; 31.5 mmol; 5.5 eq.) and sodium dihydrogenphosphate (2.47 g; 20.6 mmol; 3.6 eq.) in water (25 mL) was added dropwise to a mixture of 2-methyl-2-butene (5.7 mL) and [2-(2-formyl-phenoxy)-ethyl]-methyl-carbamic acid tert-butyl ester (1.6 g; 5.73 mmol; 1 eq.) in 1,4-dioxane (25 mL). The reaction mixture was stirred at room temperature for 1.5 hour. After dilution with EA, the solution was washed with 1M HCl, dried over magnesium sulfate and concentrated in vacu...